The task is: describe an organic reaction: reactants, conditions, products, and yield. This data is from the Open Reaction Database (ORD), a public repository of structured organic reaction records. Reactants: [Cl-].[Al+3].[Cl-].[Cl-] (aluminium chloride), ice water, COC1=CC2=CC=CC=C2C=C1 (2-methoxynaphthalene), COC1=CC2=CC=CC=C2C=C1 (2-methoxynaphthalene), C(C(=O)C)(=O)OC (methyl pyruvate). The solvent is ClCCl (dichloromethane), ClCCl (dichloromethane). Reaction conditions: time 15 minute. Yields the product OC(C(=O)OC)(C)C1=CC2=CC=C(C=C2C=C1)OC (Methyl 2-hydroxy-2-(6-methoxynaphth-2-yl)propionate). The yield is 52.0%. RXN SMILES: [CH3:1][O:2][C:3]1[CH:12]=[CH:11][C:10]2[C:5](=[CH:6][CH:7]=[CH:8][CH:9]=2)[CH:4]=1.[C:13]([O:18][CH3:19])(=[O:17])[C:14]([CH3:16])=[O:15].[Cl-].[Al+3].[Cl-].[Cl-]>ClCCl>[OH:15][C:14]([C:8]1[CH:7]=[CH:6][C:5]2[C:10](=[CH:11][CH:12]=[C:3]([O:2][CH3:1])[CH:4]=2)[CH:9]=1)([CH3:16])[C:13]([O:18][CH3:19])=[O:17] |f:2.3.4.5|. Procedure: A mixture of 2-methoxynaphthalene (20,0 g, 126 mmol) and methyl pyruvate (19,3 g, 190 mmol) in dichloromethane (100 mL) was added to a suspension of aluminium chloride (25,3 g, 190 mmol) in dichloromethane (100 mL) at 6° C. over 140 minutes. The solution was stirred for a further 15 minutes at this temperature and added to ice/water. Methyl 2-hydroxy-2-(6-methoxynaphth-2-yl)propionate (52% yield) and 2-methoxynaphthalene (34% recovery) were the primary components of the reaction mixture. The reactants are N1CCCC1 (Pyrrolidine), C(C1=CC=CC=C1)ON1C(C2=CC=CC=3C2=C(C1=O)C=CC3Br)=O (2-Benzyloxy-6-bromo-benzo[de]isoquinoline-1,3-dione), C1CCC2=NCCCN2CC1 (DBU). The solvent is O (water). Yields the product C(C1=CC=CC=C1)ON1C(C2=CC=CC=3C2=C(C1=O)C=CC3N3CCCC3)=O (2-benzyloxy-6-(pyrrolidin-1-yl)-benzo[de]isoquinoline-1,3-dione). Reaction SMILES: [NH:1]1[CH2:5][CH2:4][CH2:3][CH2:2]1.[CH2:6]([O:13][N:14]1[C:23](=[O:24])[C:22]2[CH:25]=[CH:26][C:27](Br)=[C:20]3[C:21]=2[C:16](=[CH:17][CH:18]=[CH:19]3)[C:15]1=[O:29])[C:7]1[CH:12]=[CH:11][CH:10]=[CH:9][CH:8]=1.C1CCN2C(=NCCC2)CC1>O>[CH2:6]([O:13][N:14]1[C:15](=[O:29])[C:16]2[CH:17]=[CH:18][C:19]([N:1]3[CH2:5][CH2:4][CH2:3][CH2:2]3)=[C:20]3[C:21]=2[C:22](=[CH:25][CH:26]=[CH:27]3)[C:23]1=[O:24])[C:7]1[CH:12]=[CH:11][CH:10]=[CH:9][CH:8]=1. Procedure: Pyrrolidine (3 mL) was added to 2-benzyloxy-6-bromo-benzo[de]isoquinoline-1,3-dione (0.8 g, 2.1 mmol, from Example M) in the presence of DBU (0.05 mL). The mixture was refluxed for 2 hours and poured into water (50 mL). The precipitate formed was filtered and dried to give 0.8 g of 2-benzyloxy-6-(pyrrolidin-1-yl)-benzo[de]isoquinoline-1,3-dione. The hydrogenation of 2-benzyloxy-6-(pyrrolidin-1-yl)-benzo[de]isoquinoline-1,3-dione (0.4 g, 1.1 mmol) in the presence of 10% Pd/C (0.2 g) in DMA (30 mL... The reactants are C(C)(CC)[C@H](NC)C(N[C@H](C(N([C@H](C(N[C@H](C(N[C@@H](C(N([C@H](C(N[C@H](C(N([C@H](C(N([C@H](C(N[C@H](C(N(CC(=O)OC)C)=O)[C@@H](C)O)=O)[C@@H]([C@@H](C\C=C\C)C)O)C)=O)C(C)C)C)=O)CC(C)C)=O)CC(C)C)C)=O)C)=O)C)=O)CC(C)C)C)=O)CC(C)C)=O (methyl (3S,6S,9S,12S,15R,18S,21S,24S,27S,30S)-3-sec-butyl-30-[(1R)-1-hydroxyethyl]-27-[(1R,2R,4E)-1-hydroxy-2-methyl-4-hexen-1-yl]-6,9,18,21-tetraisobutyl-24-isopropyl-8,12,15,17,23,26,32-heptamethyl-4,7,10,13,16,19,22,25,28,31-decaoxo-2,5,8,11,14,17,20,23,26,29,32-undecaazatetratriacontan-34-oate), [Li+].[OH-] (LiOH), C(CC(O)(C(=O)O)CC(=O)O)(=O)O (citric acid). Run in CO (MeOH). Conditions: time 1 hour. The product is C(C)(CC)[C@H](NC)C(N[C@H](C(N([C@H](C(N[C@H](C(N[C@@H](C(N([C@H](C(N[C@H](C(N([C@H](C(N([C@H](C(N[C@H](C(N(CC(=O)O)C)=O)[C@@H](C)O)=O)[C@@H]([C@@H](C\C=C\C)C)O)C)=O)C(C)C)C)=O)CC(C)C)=O)CC(C)C)C)=O)C)=O)C)=O)CC(C)C)C)=O)CC(C)C)=O ((3S,6S,9S,12S,15R,18S,21S,24S,27S,30S)-3-sec-butyl-30-[(1R)-1-hydroxyethyl]-27-[(1R,2R,4E)-1-hydroxy-2-methyl-4-hexen-1-yl]-6,9,18,21-tetraisobutyl-24-isopropyl-8,12,15,17,23,26,32-heptamethyl-4,7,10,13,16,19,22,25,28,31-decaoxo-2,5,8,11,14,17,20,23,26,29,32-undecaazatetratriacontan-34-oic acid). Isolated yield 82.7%. RXN SMILES: [CH:1]([C@@H:5]([C:8](=[O:88])[NH:9][C@@H:10]([CH2:84][CH:85]([CH3:87])[CH3:86])[C:11](=[O:83])[N:12]([CH3:82])[C@@H:13]([CH2:78][CH:79]([CH3:81])[CH3:80])[C:14](=[O:77])[NH:15][C@@H:16]([CH3:76])[C:17](=[O:75])[NH:18][C@H:19]([CH3:74])[C:20](=[O:73])[N:21]([CH3:72])[C@@H:22]([CH2:68][CH:69]([CH3:71])[CH3:70])[C:23](=[O:67])[NH:24][C@@H:25]([CH2:63][CH:64]([CH3:66])[CH3:65])[C:26](=[O:62])[N:27]([CH3:61])[C@@H:28]([CH:58]([CH3:60])[CH3:59])[C:29](=[O:57])[N:30]([CH3:56])[C@@H:31]([C@H:48]([OH:55])[C@H:49]([CH3:54])[CH2:50]/[CH:51]=[CH:52]/[CH3:53])[C:32](=[O:47])[NH:33][C@@H:34]([C@H:44]([OH:46])[CH3:45])[C:35](=[O:43])[N:36]([CH3:42])[CH2:37][C:38]([O:40]C)=[O:39])[NH:6][CH3:7])([CH2:3][CH3:4])[CH3:2].[Li+].[OH-].C(O)(=O)CC(CC(O)=O)(C(O)=O)O>CO>[CH:1]([C@@H:5]([C:8](=[O:88])[NH:9][C@@H:10]([CH2:84][CH:85]([CH3:87])[CH3:86])[C:11](=[O:83])[N:12]([CH3:82])[C@@H:13]([CH2:78][CH:79]([CH3:81])[CH3:80])[C:14](=[O:77])[NH:15][C@@H:16]([CH3:76])[C:17](=[O:75])[NH:18][C@H:19]([CH3:74])[C:20](=[O:73])[N:21]([CH3:72])[C@@H:22]([CH2:68][CH:69]([CH3:70])[CH3:71])[C:23](=[O:67])[NH:24][C@@H:25]([CH2:63][CH:64]([CH3:65])[CH3:66])[C:26](=[O:62])[N:27]([CH3:61])[C@@H:28]([CH:58]([CH3:59])[CH3:60])[C:29](=[O:57])[N:30]([CH3:56])[C@@H:31]([C@H:48]([OH:55])[C@H:49]([CH3:54])[CH2:50]/[CH:51]=[CH:52]/[CH3:53])[C:32](=[O:47])[NH:33][C@@H:34]([C@H:44]([OH:46])[CH3:45])[C:35](=[O:43])[N:36]([CH3:42])[CH2:37][C:38]([OH:40])=[O:39])[NH:6][CH3:7])([CH2:3][CH3:4])[CH3:2] |f:1.2|. Procedure: To a solution of methyl (3S,6S,9S,12S,15R,18S,21S,24S,27S,30S)-3-sec-butyl-30-[(1R)-1-hydroxyethyl]-27-[(1R,2R,4E)-1-hydroxy-2-methyl-4-hexen-1-yl]-6,9,18,21-tetraisobutyl-24-isopropyl-8,12,15,17,23,26,32-heptamethyl-4,7,10,13,16,19,22,25,28,31-decaoxo-2,5,8,11,14,17,20,23,26,29,32-undecaazatetratriacontan-34-oate (230 mg) in MeOH (4 ml) was added 1N LiOH (1.84 ml) under ice-bath cooling. After being stirred for 1 hr at the same temperature, the solution was acidified with 5% citric acid to be p...